This data is from the Open Reaction Database (ORD), a public repository of structured organic reaction records. The task is: describe an organic reaction: reactants, conditions, products, and yield The reactants are ClC1=CN=CC(=N1)C(=O)NC1=NN=NN1 (6-chloro-N-(1H-5-tetrazolyl)pyrazine-2-carboxamide), Cl (hydrogen chloride). The solvent is C(C)O (ethanol), C(C)(C)N (isopropylamine). Product: C(C)(C)NC1=CN=CC(=N1)C(=O)NC1=NN=NN1 (6-(Isopropylamino)-N-(1H-5-tetrazolyl)pyrazine-2-carboxamide). RXN SMILES: Cl[C:2]1[N:7]=[C:6]([C:8]([NH:10][C:11]2[NH:15][N:14]=[N:13][N:12]=2)=[O:9])[CH:5]=[N:4][CH:3]=1.Cl>C(O)C.C(N)(C)C>[CH:6]([NH:7][C:2]1[N:7]=[C:6]([C:8]([NH:10][C:11]2[NH:15][N:14]=[N:13][N:12]=2)=[O:9])[CH:5]=[N:4][CH:3]=1)([CH3:8])[CH3:5]. Procedure details: To a suspension of 2.26 g of 6-chloro-N-(1H-5-tetrazolyl)pyrazine-2-carboxamide in 30 ml of ethanol, 4.26 ml of isopropylamine was added, and the mixture was heated for 44 hours at 80°-90 ° C. in a sealed tube. The reaction mixture was adjusted with ethanolic hydrogen chloride to pH 3. The precipitate was collected by filtration, and recrystalized from a mixture of dimethylsulfoxide and methanol affording 1.36 g of the desired compound as pale yellow needles, m.p. 272°-274 ° C. (decomp.). The yield is 23.7%. Reported procedure: 22 g (0.2 mole) of hydroquinone were dissolved in 60 ml of dichloroethane and 26.8 g (0.2 mole) of anhydrous aluminum chloride were added to the solution. To the obtained complex 30.8 g (0.2 mole) of phenyl-acetyl chloride in 30 ml of dichloroethane were added. Further the procedure of Example 1 was followed. 10.1 g of 2,5-dihydroxy-phenyl-benzyl-ketone were obtained, m.p.: 118°-120° C. Reaction SMILES: [C:1]1([CH:8]=[CH:7][C:5]([OH:6])=[CH:4][CH:3]=1)[OH:2].[Cl-].[Al+3].[Cl-].[Cl-].[C:13]1([CH2:19][C:20](Cl)=[O:21])[CH:18]=[CH:17][CH:16]=[CH:15][CH:14]=1>ClC(Cl)C>[OH:2][C:1]1[CH:8]=[CH:7][C:5]([OH:6])=[CH:4][C:3]=1[CH:19]([C:20]([CH:19]([C:7]1[CH:8]=[C:1]([OH:2])[CH:3]=[CH:4][C:5]=1[OH:6])[C:13]1[CH:18]=[CH:17][CH:16]=[CH:15][CH:14]=1)=[O:21])[C:13]1[CH:18]=[CH:17][CH:16]=[CH:15][CH:14]=1 |f:1.2.3.4|. Product: OC1=C(C=C(C=C1)O)C(C1=CC=CC=C1)C(=O)C(C1=CC=CC=C1)C1=C(C=CC(=C1)O)O (2,5-dihydroxy-phenyl-benzyl-ketone). Run in ClC(C)Cl (dichloroethane), ClC(C)Cl (dichloroethane). Starting materials: [Cl-].[Al+3].[Cl-].[Cl-] (aluminum chloride), C1(O)=CC=C(O)C=C1 (hydroquinone), C1(=CC=CC=C1)CC(=O)Cl (phenyl-acetyl chloride).